From a dataset of the Open Reaction Database (ORD), a public repository of structured organic reaction records. describe an organic reaction: reactants, conditions, products, and yield The reactants are C1(CC1)C=1C=CC(=NC1OCC1CC1)C(=O)O (5-cyclopropyl-6-cyclopropylmethyloxy-pyridine-2-carboxylic acid), N[C@](CO)(C(C)C)C ((2S)-2-amino-2,3-dimethyl-1-butanol). Yields the product OC[C@@](C(C)C)(C)NC(=O)C1=NC(=C(C=C1)C1CC1)OCC1CC1 (5-Cyclopropyl-6-cyclopropylmethoxy-pyridine-2-carboxylic acid ((S)-1-hydroxymethyl-1,2-dimethyl-propyl)-amide). Reaction SMILES: [CH:1]1([C:4]2[CH:5]=[CH:6][C:7]([C:15]([OH:17])=O)=[N:8][C:9]=2[O:10][CH2:11][CH:12]2[CH2:14][CH2:13]2)[CH2:3][CH2:2]1.[NH2:18][C@@:19]([CH3:25])([CH:22]([CH3:24])[CH3:23])[CH2:20][OH:21]>>[OH:21][CH2:20][C@:19]([NH:18][C:15]([C:7]1[CH:6]=[CH:5][C:4]([CH:1]2[CH2:2][CH2:3]2)=[C:9]([O:10][CH2:11][CH:12]2[CH2:13][CH2:14]2)[N:8]=1)=[O:17])([CH3:25])[CH:22]([CH3:24])[CH3:23]. Reported procedure: The title compound was synthesized in analogy to Example 1, using 5-cyclopropyl-6-cyclopropylmethyloxy-pyridine-2-carboxylic acid (Example 42a) and (2S)-2-amino-2,3-dimethyl-1-butanol (CAN 956102-64-0) as starting materials, LC-MS (UV peak area/ESI) 100%, 333.2175 (M+H)+. Reactants: [K].CC1([C@@H](N2[C@H](S1)[C@@H](C2=O)NC(=O)CC=3C=CC=CC3)C(=O)O)C (Potassium benzylpenicillin), BrC1OC(=O)C2=CC(=C(C=C12)OC)OC (3-bromo-5,6-dimethoxyphthalide). The solvent is O (water). Yields the product COC=1C=C2COC(=O)C2=CC1OC.CC1([C@@H](N2[C@H](S1)[C@@H](C2=O)NC(=O)CC=3C=CC=CC3)C(=O)O)C (5,6-DIMETHOXYPHTHALIDE BENZYLPENICILLIN). RXN SMILES: [K].[CH3:2][C:3]1([CH3:24])[S:7][C@@H:6]2[C@H:8]([NH:11][C:12]([CH2:14][C:15]3[CH:16]=[CH:17][CH:18]=[CH:19][CH:20]=3)=[O:13])[C:9](=[O:10])[N:5]2[C@H:4]1[C:21]([OH:23])=[O:22].Br[CH:26]1[C:35]2[C:30](=[CH:31][C:32]([O:38][CH3:39])=[C:33]([O:36][CH3:37])[CH:34]=2)[C:28](=[O:29])[O:27]1>O>[CH3:37][O:36][C:33]1[CH:34]=[C:35]2[C:30](=[CH:31][C:32]=1[O:38][CH3:39])[C:28](=[O:29])[O:27][CH2:26]2.[CH3:2][C:3]1([CH3:24])[S:7][C@@H:6]2[C@H:8]([NH:11][C:12]([CH2:14][C:15]3[CH:16]=[CH:17][CH:18]=[CH:19][CH:20]=3)=[O:13])[C:9](=[O:10])[N:5]2[C@H:4]1[C:21]([OH:23])=[O:22] |f:0.1,4.5,^1:0|. Reported procedure: Potassium-benzylpenicillin (2.73 g., 0.00734 mole) was stirred in dry D.M.F. (100 ml.) with 3-bromo-5,6-dimethoxyphthalide (2.0 g., 0.00734 mole) for 12 hours. The mixture was poured into iced water (2 lits) with vigorous stirring and the solid filtered, dried and crystallised from isopropanol. The reactants are CCN(C(C)C)C(C)C, Cc1c(-c2ccccc2)c(F)c2oc(Cl)nc2c1C#N, ClCCl, CCOC(=O)C1CCNCC1. RXN SMILES: [CH:32]([N:33]([CH:34]([CH3:35])[CH3:36])[CH2:37][CH3:38])([CH3:39])[CH3:40].[Cl:1][c:2]1[o:3][c:4]2[c:5]([n:6]1)[c:7]([C:19]#[N:20])[c:8]([CH3:18])[c:9](-[c:12]1[cH:13][cH:14][cH:15][cH:16][cH:17]1)[c:10]2[F:11].[Cl:41][CH2:42][Cl:43].[NH:21]1[CH2:22][CH2:23][CH:24]([C:25](=[O:26])[O:27][CH2:28][CH3:29])[CH2:30][CH2:31]1>>[c:2]1([N:21]2[CH2:22][CH2:23][CH:24]([C:25](=[O:26])[O:27][CH2:28][CH3:29])[CH2:30][CH2:31]2)[o:3][c:4]2[c:5]([n:6]1)[c:7]([C:19]#[N:20])[c:8]([CH3:18])[c:9](-[c:12]1[cH:13][cH:14][cH:15][cH:16][cH:17]1)[c:10]2[F:11]. Product: CCOC(=O)C1CCN(c2nc3c(C#N)c(C)c(-c4ccccc4)c(F)c3o2)CC1. Reactants: COC(=O)CBr, Cc1ccccc1, NCCc1ccccc1. The product is COC(=O)CNCCc1ccccc1. RXN SMILES: [Br:10][CH2:11][C:12](=[O:13])[O:14][CH3:15].[CH3:16][c:17]1[cH:18][cH:19][cH:20][cH:21][cH:22]1.[NH2:1][CH2:2][CH2:3][c:4]1[cH:5][cH:6][cH:7][cH:8][cH:9]1>>[NH:1]([CH2:2][CH2:3][c:4]1[cH:5][cH:6][cH:7][cH:8][cH:9]1)[CH2:11][C:12](=[O:13])[O:14][CH3:15]. Starting materials: COc1ccc(C2(C#N)CCC(=O)CC2)cc1OC1CCCC1, O=C([O-])[O-], CO, CN(C)C=O, Cl, Fc1ccc(CBr)cc1, [K+], [K+], O, Oc1ccccc1. Yields the product N#CC1(c2ccc(OCc3ccc(F)cc3)c(OC3CCCC3)c2)CCC(=O)CC1. Reaction SMILES: [C:1](#[N:2])[C:3]1([c:10]2[cH:11][c:12]([O:18][CH:19]3[CH2:20][CH2:21][CH2:22][CH2:23]3)[c:13]([O:16][CH3:17])[cH:14][cH:15]2)[CH2:4][CH2:5][C:6](=[O:9])[CH2:7][CH2:8]1.[C:41](=[O:42])([O-:43])[O-:44].[CH3:47][OH:48].[CH3:50][N:51]([CH3:52])[CH:53]=[O:54].[ClH:24].[F:32][c:33]1[cH:34][cH:35][c:36]([CH2:37][Br:38])[cH:39][cH:40]1.[K+:45].[K+:46].[OH2:49].[OH:25][c:26]1[cH:27][cH:28][cH:29][cH:30][cH:31]1>>[C:1](#[N:2])[C:3]1([c:10]2[cH:11][c:12]([O:18][CH:19]3[CH2:20][CH2:21][CH2:22][CH2:23]3)[c:13]([O:16][CH2:17][c:36]3[cH:35][cH:34][c:33]([F:32])[cH:40][cH:39]3)[cH:14][cH:15]2)[CH2:4][CH2:5][C:6](=[O:9])[CH2:7][CH2:8]1. The reactants are solution, [H-].C(C(C)C)[Al+]CC(C)C (diisobutylaluminum hydride), CO (Methanol), COC(=O)C=1C=CC(=NC1)C (5-Methoxycarbonyl-2-methyl-pyridine), Cl (HCl). The solvent is C1(=CC=CC=C1)C (toluene), C1(=CC=CC=C1)C (toluene). Conditions: temperature -78 celsius, time 1 hour. Yields the product OCC=1C=CC(=NC1)C (5-hydroxymethyl-2-methylpyridine). Isolated yield 22.1%. Reaction SMILES: C[O:2][C:3]([C:5]1[CH:6]=[CH:7][C:8]([CH3:11])=[N:9][CH:10]=1)=O.[H-].C([Al+]CC(C)C)C(C)C.CO.Cl>C1(C)C=CC=CC=1>[OH:2][CH2:3][C:5]1[CH:6]=[CH:7][C:8]([CH3:11])=[N:9][CH:10]=1 |f:1.2|. Procedure details: 5-Methoxycarbonyl-2-methyl-pyridine (3.0 g, 19.8 mmole) was dissolved in toluene (60 ml) and cooled to -78° C. To this solution, a 39.7 ml of a solution of 1M diisobutylaluminum hydride in toluene was added dropwise. The reaction mixture was stirred for 1 hour at -78° C., allowed to warm to room temperature and stirred for an additional 18 hours. Methanol (8 ml) was then added dropwise at room temperature to the reaction mixture. The mixture was stirred until a thick gel was formed. 1N HCl (10 m... The reactants are Brc1ccncc1, Clc1ccc2[nH]ccc2c1, Cl, [K+], [K+], O=C([O-])[O-], O. Yields the product Clc1ccc2c(ccn2-c2ccncc2)c1. RXN SMILES: [Br:11][c:12]1[cH:13][cH:14][n:15][cH:16][cH:17]1.[Cl:1][c:2]1[cH:3][c:4]2[cH:5][cH:6][nH:7][c:8]2[cH:9][cH:10]1.[ClH:18].[K+:19].[K+:20].[O-:21][C:22]([O-:23])=[O:24].[OH2:25]>>[Cl:1][c:2]1[cH:3][c:4]2[cH:5][cH:6][n:7](-[c:12]3[cH:13][cH:14][n:15][cH:16][cH:17]3)[c:8]2[cH:9][cH:10]1. The reactants are [H-].[Na+] (Sodium hydride), C(C)OC(CCCCCC1=CC(=C(C(=C1)C(C)C)O)C(C)C)=O (6-(4-hydroxy-3,5-diisopropyl-phenyl)-hexanoic acid ethyl ester), S(N)(=O)(=O)Cl (sulfamoyl chloride). Run in CN(C=O)C (dimethylformamide). Run at time 10 minute. Yields the product C(C)OC(CCCCCC1=CC(=C(C(=C1)C(C)C)OS(N)(=O)=O)C(C)C)=O (6-(3,5-Diisopropyl-4-sulfamoyloxy-phenyl)-hexanoic acid ethyl ester). RXN SMILES: [H-].[Na+].[CH2:3]([O:5][C:6](=[O:25])[CH2:7][CH2:8][CH2:9][CH2:10][CH2:11][C:12]1[CH:17]=[C:16]([CH:18]([CH3:20])[CH3:19])[C:15]([OH:21])=[C:14]([CH:22]([CH3:24])[CH3:23])[CH:13]=1)[CH3:4].[S:26](Cl)(=[O:29])(=[O:28])[NH2:27]>CN(C)C=O>[CH2:3]([O:5][C:6](=[O:25])[CH2:7][CH2:8][CH2:9][CH2:10][CH2:11][C:12]1[CH:13]=[C:14]([CH:22]([CH3:24])[CH3:23])[C:15]([O:21][S:26](=[O:29])(=[O:28])[NH2:27])=[C:16]([CH:18]([CH3:20])[CH3:19])[CH:17]=1)[CH3:4] |f:0.1|. Procedure: Sodium hydride (0.257 g, 6.4 mmol) was added to 6-(4-hydroxy-3,5-diisopropyl-phenyl)-hexanoic acid ethyl ester (1.46 g, 5.0 mmol) in dimethylformamide (20 mL) at 0° C. over about 3 minutes. The cooling bath was removed, and the mixture was stirred at room temperature for 10 minutes. The reaction mixture was cooled to zero degrees and sulfamoyl chloride (1.18 g, 10.3 mmol) was added over ~ 3 minutes. The reaction mixture was stirred 1.5 hours at zero degrees and was quenched by adding saturated a... Reactants: ClC1=CC(=C(C=C1)NC(=O)C1CC(=NN1C1=NC=CC=C1Cl)C1=NC=CC=C1S(=O)(=O)[O-])C(NC(C)C1CC1)=O (5-(4-chloro-2-(1-cyclopropylethylcarbamoyl)phenylcarbamoyl)-1-(3-chloropyridin-2-yl)-4,5-dihydro-1H-pyrazol-3-yl3-pyridine sulfonate), C(C)(=O)O.Br (hydrogen bromide acetic acid), C(C)(=O)OCC (ethyl acetate), [OH-].[Na+] (sodium hydroxide). Run in C(C)(=O)O (acetic acid), O (water). Run at time 1 hour. Product: ClC1=CC(=C(C=C1)NC(=O)C1CC(=NN1C1=NC=CC=C1Cl)Br)C(NC(C)C1CC1)=O (N-(4-chloro-2-(1-cyclopropylethylcarbamoyl)phenyl)-3-bromo-1-(3-chloropyridin-2-yl)-4,5-dihydro-1H-pyrazole-5-carboxamide). RXN SMILES: [Cl:1][C:2]1[CH:7]=[CH:6][C:5]([NH:8][C:9]([CH:11]2[N:15]([C:16]3[C:21]([Cl:22])=[CH:20][CH:19]=[CH:18][N:17]=3)[N:14]=[C:13](C3C(S([O-])(=O)=O)=CC=CN=3)[CH2:12]2)=[O:10])=[C:4]([C:33](=[O:40])[NH:34][CH:35]([CH:37]2[CH2:39][CH2:38]2)[CH3:36])[CH:3]=1.C(O)(=O)C.[BrH:45].C(OCC)(=O)C.[OH-].[Na+]>C(O)(=O)C.O>[Cl:1][C:2]1[CH:7]=[CH:6][C:5]([NH:8][C:9]([CH:11]2[N:15]([C:16]3[C:21]([Cl:22])=[CH:20][CH:19]=[CH:18][N:17]=3)[N:14]=[C:13]([Br:45])[CH2:12]2)=[O:10])=[C:4]([C:33](=[O:40])[NH:34][CH:35]([CH:37]2[CH2:39][CH2:38]2)[CH3:36])[CH:3]=1 |f:1.2,4.5|. Procedure details: 400 mg of 5-(4-chloro-2-(1-cyclopropylethylcarbamoyl)phenylcarbamoyl)-1-(3-chloropyridin-2-yl)-4,5-dihydro-1H-pyrazol-3-yl3-pyridine sulfonate was dissolved in 0.7 mL of acetic acid, and 0.4 mL of a 33 mass % hydrogen bromide acetic acid solution was dropwise added, followed by stirring for about 1 hour. After completion of the reaction, ethyl acetate, water and 2.8 mL of 1 N sodium hydroxide were added, followed by stirring and extraction with ethyl acetate. Then, concentration under reduced pr...